This data is from the Open Reaction Database (ORD), a public repository of structured organic reaction records. The task is: describe an organic reaction: reactants, conditions, products, and yield The reactants are CCOC(C)=O, CCCC(CO)Nc1nc(N)nc(C)c1Cc1ccc(CC(=O)OCC2CCN(C)CC2)cc1OCc1ccccc1. Yields the product CCCC(CO)Nc1nc(N)nc(C)c1Cc1ccc(CC(=O)OCC2CCN(C)CC2)cc1O. RXN SMILES: [CH3:43][CH2:44][O:45][C:46]([CH3:47])=[O:48].[NH2:1][c:2]1[n:3][c:4]([CH3:42])[c:5]([CH2:15][c:16]2[c:17]([O:34][CH2:35][c:36]3[cH:37][cH:38][cH:39][cH:40][cH:41]3)[cH:18][c:19]([CH2:22][C:23](=[O:24])[O:25][CH2:26][CH:27]3[CH2:28][CH2:29][N:30]([CH3:33])[CH2:31][CH2:32]3)[cH:20][cH:21]2)[c:6]([NH:8][CH:9]([CH2:10][OH:11])[CH2:12][CH2:13][CH3:14])[n:7]1>>[NH2:1][c:2]1[n:3][c:4]([CH3:42])[c:5]([CH2:15][c:16]2[c:17]([OH:34])[cH:18][c:19]([CH2:22][C:23](=[O:24])[O:25][CH2:26][CH:27]3[CH2:28][CH2:29][N:30]([CH3:33])[CH2:31][CH2:32]3)[cH:20][cH:21]2)[c:6]([NH:8][CH:9]([CH2:10][OH:11])[CH2:12][CH2:13][CH3:14])[n:7]1. The reactants are CNC, CCO, O=C(CCl)NCc1cccc(-c2cc3c(Nc4ccc(F)c(Cl)c4)ncnc3[nH]2)c1, C1COCCO1. As a reaction SMILES: [CH3:31][NH:32][CH3:33].[CH3:40][CH2:41][OH:42].[Cl:1][CH2:2][C:3](=[O:4])[NH:5][CH2:6][c:7]1[cH:8][c:9](-[c:13]2[cH:14][c:15]3[c:16]([n:17][cH:18][n:19][c:20]3[NH:21][c:22]3[cH:23][c:24]([Cl:29])[c:25]([F:28])[cH:26][cH:27]3)[nH:30]2)[cH:10][cH:11][cH:12]1.[O:34]1[CH2:35][CH2:36][O:37][CH2:38][CH2:39]1>>[CH2:2]([C:3](=[O:4])[NH:5][CH2:6][c:7]1[cH:8][c:9](-[c:13]2[cH:14][c:15]3[c:16]([n:17][cH:18][n:19][c:20]3[NH:21][c:22]3[cH:23][c:24]([Cl:29])[c:25]([F:28])[cH:26][cH:27]3)[nH:30]2)[cH:10][cH:11][cH:12]1)[N:32]([CH3:31])[CH3:33]. Product: CN(C)CC(=O)NCc1cccc(-c2cc3c(Nc4ccc(F)c(Cl)c4)ncnc3[nH]2)c1.